describe an organic reaction: reactants, conditions, products, and yield From a dataset of the Open Reaction Database (ORD), a public repository of structured organic reaction records. Starting materials: OC1=C(C=CC(=C1CCC)O)C(C)=O (1-(2,4-dihydroxy-3-propyl phenyl) ethanone), C([O-])([O-])=O.[Na+].[Na+] (sodium carbonate), [I-].[Na+] (sodium iodide), BrCC1=CC=C(C=C1)CBr (α,α'-dibromo-p-xylene). The solvent is CC(=O)CC (methylethyl ketone), CCOCC (ether). The product is OC1=C(C=CC(=C1CCC)OCC1=CC=C(C=C1)CBr)C(C)=O (1-[2-Hydroxy-3-propyl-4-(4-bromomethylphenylmethoxy)phenyl]ethanone). As a reaction SMILES: [OH:1][C:2]1[C:7]([CH2:8][CH2:9][CH3:10])=[C:6]([OH:11])[CH:5]=[CH:4][C:3]=1[C:12](=[O:14])[CH3:13].C(=O)([O-])[O-].[Na+].[Na+].[I-].[Na+].[Br:23][CH2:24][C:25]1[CH:30]=[CH:29][C:28]([CH2:31]Br)=[CH:27][CH:26]=1>CC(CC)=O.CCOCC>[OH:1][C:2]1[C:7]([CH2:8][CH2:9][CH3:10])=[C:6]([O:11][CH2:31][C:28]2[CH:29]=[CH:30][C:25]([CH2:24][Br:23])=[CH:26][CH:27]=2)[CH:5]=[CH:4][C:3]=1[C:12](=[O:14])[CH3:13] |f:1.2.3,4.5|. Reported procedure: To a solution of 1-(2,4-dihydroxy-3-propyl phenyl) ethanone (10.0 g; 0.051 m) in dry methylethyl ketone (100 ml) was added dried anhydrous sodium carbonate (27 g; 5 mol. eq) and sodium iodide (0.5 g). To the stirred suspension was then added α,α'-dibromo-p-xylene (13.5 g; 0.051 m) and the suspension gently heated at reflux for five hours. The cooled suspension was evaporated under reduced pressure, the residue dissolved in water and extracted with dichloromethane (×2). The organic extract was wa... Reactants: resultant mixture, C(O)([O-])=O.[Na+] (sodium hydrogen carbonate), ClC=1C=C(C(=O)OO)C=CC1 (3-chloroperoxybenzoic acid), resultant mixture, C(O)([O-])=O.[Na+] (sodium hydrogen carbonate), ClC=1C=C(C(=O)OO)C=CC1 (3-chloroperoxybenzoic acid), S(=O)([O-])[O-].[Na+].[Na+] (sodium sulfite), C(CC)C1=C(OC=2C=CC(=C(C#N)C2)C=C)C=CC(=C1)C(C(F)(F)F)(C(F)(F)F)OCOC (5-[2-Propyl-4-(2,2,2-trifluoro-1-methoxymethoxy-1-trifluoromethyl-ethyl)-phen oxy]-2-vinyl-benzonitrile). Solvent: ClCCl (dichloromethane). Run at time 1.5 hour. The product is O1C(C1)C1=C(C#N)C=C(C=C1)OC1=C(C=C(C=C1)C(C(F)(F)F)(C(F)(F)F)OCOC)CCC (2-oxiranyl-5-[2-propyl-4-(2,2,2-trifluoro-1-methoxymethoxy-1-trifluoromethyl-ethyl)-phenoxy]-benzonitrile). The yield is 37.5%. As a reaction SMILES: [CH2:1]([C:4]1[CH:20]=[C:19]([C:21]([O:30][CH2:31][O:32][CH3:33])([C:26]([F:29])([F:28])[F:27])[C:22]([F:25])([F:24])[F:23])[CH:18]=[CH:17][C:5]=1[O:6][C:7]1[CH:8]=[CH:9][C:10]([CH:15]=[CH2:16])=[C:11]([CH:14]=1)[C:12]#[N:13])[CH2:2][CH3:3].C(=O)([O-])[OH:35].[Na+].ClC1C=C(C=CC=1)C(OO)=O.S([O-])([O-])=O.[Na+].[Na+]>ClCCl>[O:35]1[CH2:16][CH:15]1[C:10]1[CH:9]=[CH:8][C:7]([O:6][C:5]2[CH:17]=[CH:18][C:19]([C:21]([O:30][CH2:31][O:32][CH3:33])([C:22]([F:23])([F:24])[F:25])[C:26]([F:28])([F:27])[F:29])=[CH:20][C:4]=2[CH2:1][CH2:2][CH3:3])=[CH:14][C:11]=1[C:12]#[N:13] |f:1.2,4.5.6|. Procedure: 5-[2-Propyl-4-(2,2,2-trifluoro-1-methoxymethoxy-1-trifluoromethyl-ethyl)-phen oxy]-2-vinyl-benzonitrile (14 mg, 0.030 mmol) was dissolved in dichloromethane (300 μL). The resultant mixture was added with sodium hydrogen carbonate (7.5 mg, 0.089 mmol) and 3-chloroperoxybenzoic acid (8.5 mg, 0.030 mmol) under ice-cold conditions and stirred at room temperature for 1.5 hours. Subsequently, the resultant mixture was further added with sodium hydrogen carbonate (7.5 mg, 0.089 mmol) and 3-chloroperoxy... Reactants: CC(C)(C)N1CCNCC1, Cc1cc(N2CC(S(=O)(=O)c3ccc(F)cc3Cl)CC2C(=O)NC2(C#N)CC2)n(C2CCOCC2)n1. The product is Cc1cc(N2CC(S(=O)(=O)c3ccc(N4CCN(C(C)(C)C)CC4)cc3Cl)CC2C(=O)NC2(C#N)CC2)n(C2CCOCC2)n1. RXN SMILES: [C:37]([CH3:38])([CH3:39])([CH3:40])[N:41]1[CH2:42][CH2:43][NH:44][CH2:45][CH2:46]1.[Cl:1][c:2]1[c:3]([S:9](=[O:10])(=[O:11])[CH:12]2[CH2:13][CH:14]([C:29](=[O:30])[NH:31][C:32]3([C:35]#[N:36])[CH2:33][CH2:34]3)[N:15]([c:17]3[cH:18][c:19]([CH3:28])[n:20][n:21]3[CH:22]3[CH2:23][CH2:24][O:25][CH2:26][CH2:27]3)[CH2:16]2)[cH:4][cH:5][c:6]([F:8])[cH:7]1>>[Cl:1][c:2]1[c:3]([S:9](=[O:10])(=[O:11])[CH:12]2[CH2:13][CH:14]([C:29](=[O:30])[NH:31][C:32]3([C:35]#[N:36])[CH2:33][CH2:34]3)[N:15]([c:17]3[cH:18][c:19]([CH3:28])[n:20][n:21]3[CH:22]3[CH2:23][CH2:24][O:25][CH2:26][CH2:27]3)[CH2:16]2)[cH:4][cH:5][c:6]([N:44]2[CH2:43][CH2:42][N:41]([C:37]([CH3:38])([CH3:39])[CH3:40])[CH2:46][CH2:45]2)[cH:7]1. Reactants: C(C)OP(=O)(C=CCC1=CC=CC=2N1C=C(N2)C(=O)OCC)OCC (Ethyl 5-[3-(diethoxyphosphinyl)-2-propenyl]imidazo[1,2-a]pyridine-2-carboxylate). The reagents and catalysts are [Pd] (Pd/C). The product is C(C)OP(=O)(CCCC1=CC=CC=2N1C=C(N2)C(=O)OCC)OCC (Ethyl 5-[3-(diethoxyphosphinyl)propyl]imidazo[1,2-a]pyridine-2-carboxylate). RXN SMILES: [CH2:1]([O:3][P:4]([O:23][CH2:24][CH3:25])([CH:6]=[CH:7][CH2:8][C:9]1[N:14]2[CH:15]=[C:16]([C:18]([O:20][CH2:21][CH3:22])=[O:19])[N:17]=[C:13]2[CH:12]=[CH:11][CH:10]=1)=[O:5])[CH3:2]>[Pd]>[CH2:1]([O:3][P:4]([O:23][CH2:24][CH3:25])([CH2:6][CH2:7][CH2:8][C:9]1[N:14]2[CH:15]=[C:16]([C:18]([O:20][CH2:21][CH3:22])=[O:19])[N:17]=[C:13]2[CH:12]=[CH:11][CH:10]=1)=[O:5])[CH3:2]. Reported procedure: The title material is prepared by catalytic (Pd/C hydrogenation of the title product of Example 102 under standard Parr conditions.